Dataset: the Open Reaction Database (ORD), a public repository of structured organic reaction records. Task: describe an organic reaction: reactants, conditions, products, and yield Reactants: [Cl-], ClCCl, N#Cc1cccnc1N, O, O=C(O)CCCCCc1ccccc1, c1ccncc1. The product is N#Cc1cccnc1NC(=O)CCCCCc1ccccc1. Reaction SMILES: [Cl-:10].[Cl:26][CH2:27][Cl:28].[NH2:1][c:2]1[n:3][cH:4][cH:5][cH:6][c:7]1[C:8]#[N:9].[OH2:25].[c:11]1([CH2:17][CH2:18][CH2:19][CH2:20][CH2:21][C:22](=[O:23])[OH:24])[cH:12][cH:13][cH:14][cH:15][cH:16]1.[cH:29]1[cH:30][cH:31][n:32][cH:33][cH:34]1>>[NH:1]([c:2]1[n:3][cH:4][cH:5][cH:6][c:7]1[C:8]#[N:9])[C:22]([CH2:21][CH2:20][CH2:19][CH2:18][CH2:17][c:11]1[cH:12][cH:13][cH:14][cH:15][cH:16]1)=[O:23]. Reactants: BrBr (Bromine), COC1=C(C=O)C(=CC=C1)SC (2-methoxy-6-methylsulfanylbenzaldehyde). The solvent is O1CCOCC1 (dioxane). Conditions: temperature 50 celsius, time 6 hour. Yields the product BrC=1C(=C(C=O)C(=CC1)SC)OC (3-Bromo-2-methoxy-6-methylsulfanylbenzaldehyde). As a reaction SMILES: [Br:1]Br.[CH3:3][O:4][C:5]1[CH:12]=[CH:11][CH:10]=[C:9]([S:13][CH3:14])[C:6]=1[CH:7]=[O:8]>O1CCOCC1>[Br:1][C:12]1[C:5]([O:4][CH3:3])=[C:6]([C:9]([S:13][CH3:14])=[CH:10][CH:11]=1)[CH:7]=[O:8]. Procedure: Bromine (28.8 g, 0.18 mol) (dissolved in dioxane (500 ml)) was added dropwise to a solution of 2-methoxy-6-methylsulfanylbenzaldehyde (22 g, 0.12 mol) in dioxane (500 ml), and the mixture was stirred at 50° C. for 6 h. The mixture was then concentrated, the residue was taken up in CH2Cl2 and the mixture was washed with water, dried over MgSO4 and concentrated. The solid was recrystallized from diisopropyl ether.